Dataset: the Open Reaction Database (ORD), a public repository of structured organic reaction records. Task: describe an organic reaction: reactants, conditions, products, and yield Starting materials: [Al+3], CC(C)[O-], CC(C)[O-], CC(C)=CCCC(C)=CCO, CC(C)[O-], CCOC(C)=O, Cl, O=Cc1ccccc1[N+](=O)[O-], c1ccccc1. The product is CC(C)=CCCC(C)=CC=O. Reaction SMILES: [Al+3:16].[CH3:12][CH:13]([CH3:14])[O-:15].[CH3:17][CH:18]([CH3:19])[O-:20].[CH3:1][C:2](=[CH:3][CH2:4][OH:5])[CH2:6][CH2:7][CH:8]=[C:9]([CH3:10])[CH3:11].[CH3:21][CH:22]([CH3:23])[O-:24].[CH3:43][CH2:44][O:45][C:46](=[O:47])[CH3:48].[ClH:36].[N+:25]([c:26]1[cH:27][cH:28][cH:29][cH:30][c:31]1[CH:32]=[O:33])([O-:34])=[O:35].[cH:37]1[cH:38][cH:39][cH:40][cH:41][cH:42]1>>[CH3:1][C:2](=[CH:3][CH:4]=[O:5])[CH2:6][CH2:7][CH:8]=[C:9]([CH3:10])[CH3:11]. Starting materials: [Se](=O)=O (selenium dioxide), O (water), CC1=C(C(CC1=O)(C)C)/C=C/C(=C/C=C/C(=C/C=C/C=C(/C=C/C=C(/C=C/C2=C(C(=O)CC2(C)C)C)\C)\C)/C)/C (di-nor-canthaxanthin), C1(=CC=CC=C1)C (toluene), O (water). Reaction conditions: time 16 hour. Yields the product 2,2'-di-nor-β-carotene-3,3',4,4'-tetraone, CC1=C(C(C(=O)C1=O)(C)C)/C=C/C(=C/C=C/C(=C/C=C/C=C(/C=C/C=C(/C=C/C2=C(C(=O)C(=O)C2(C)C)C)\C)\C)/C)/C (violerythrin). As a reaction SMILES: [CH3:1][C:2]1[C:6](=[O:7])[CH2:5][C:4]([CH3:9])([CH3:8])[C:3]=1/[CH:10]=[CH:11]/[C:12](/[CH3:40])=[CH:13]/[CH:14]=[CH:15]/[C:16](/[CH3:39])=[CH:17]/[CH:18]=[CH:19]/[CH:20]=[C:21](\[CH3:38])/[CH:22]=[CH:23]/[CH:24]=[C:25](\[CH3:37])/[CH:26]=[CH:27]/[C:28]1[C:33]([CH3:35])([CH3:34])[CH2:32][C:30](=[O:31])[C:29]=1[CH3:36].C1(C)C=CC=CC=1.[Se](=O)=[O:49].[OH2:51]>>[CH3:36][C:29]1[C:30](=[O:31])[C:32](=[O:51])[C:33]([CH3:35])([CH3:34])[C:28]=1/[CH:27]=[CH:26]/[C:25](/[CH3:37])=[CH:24]/[CH:23]=[CH:22]/[C:21](/[CH3:38])=[CH:20]/[CH:19]=[CH:18]/[CH:17]=[C:16](\[CH3:39])/[CH:15]=[CH:14]/[CH:13]=[C:12](\[CH3:40])/[CH:11]=[CH:10]/[C:3]1[C:4]([CH3:8])([CH3:9])[C:5](=[O:49])[C:6](=[O:7])[C:2]=1[CH3:1]. Procedure: 0.3 g. of all-trans di-nor-canthaxanthin are dissolved in 50 ml. of toluene. After the addition of 10.2 g. of selenium dioxide and 0.7 ml. of water, the mixture is heated to boiling for 16 hours under reflux conditions. The mixture is then introduced into water and extracted with toluene. After evaporation of the toluene extract, there is obtained di-nor-astacin [2,2'-di-nor-β-carotene-3,3',4,4'-tetraone; violerythrin] which, after recrystallization by adsorption on silica gel, has a mass spectr... The reactants are CC(COc1ccc(C(C)(Oc2ccc(C(C)(C)C)cc2)C(=O)[O-])cc1)Oc1ccc(Cl)cc1, CCO, Cl, [K+], [OH-], O. The product is CC(COc1ccc(C(Oc2ccc(C(C)(C)C)cc2)C(=O)O)cc1)Oc1ccc(Cl)cc1. RXN SMILES: [CH3:1][C:2]([C:3](=[O:4])[O-:5])([c:6]1[cH:7][cH:8][c:9]([O:12][CH2:13][CH:14]([CH3:15])[O:16][c:17]2[cH:18][cH:19][c:20]([Cl:23])[cH:21][cH:22]2)[cH:10][cH:11]1)[O:24][c:25]1[cH:26][cH:27][c:28]([C:31]([CH3:32])([CH3:33])[CH3:34])[cH:29][cH:30]1.[CH3:37][CH2:38][OH:39].[ClH:40].[K+:36].[OH-:35].[OH2:41]>>[CH:2]([C:3](=[O:4])[OH:5])([c:6]1[cH:7][cH:8][c:9]([O:12][CH2:13][CH:14]([CH3:15])[O:16][c:17]2[cH:18][cH:19][c:20]([Cl:23])[cH:21][cH:22]2)[cH:10][cH:11]1)[O:24][c:25]1[cH:26][cH:27][c:28]([C:31]([CH3:32])([CH3:33])[CH3:34])[cH:29][cH:30]1. Starting materials: [N-]=[N+]=[N-].[Na+] (Sodium azide), OC1=C(C=CC(=C1)N)NC(=O)NC1=C(C=CC=C1)I (N-(2-hydroxy-4-aminophenyl)-N′-(2-iodophenyl)urea), Cl.O (HCl H2O), [N+](=O)([O-])[O-].[Na+] (Sodium nitrate). Reaction conditions: temperature 0 celsius, time 30 minute. Yields the product OC1=C(C=CC=C1N=[N+]=[N-])NC(=O)NC1=C(C=CC=C1)I (N-(2-hydroxy-azidophenyl)-N′-(2-iodophenyl)urea). The yield is 24.1%. RXN SMILES: [OH:1][C:2]1[CH:7]=[C:6](N)[CH:5]=[CH:4][C:3]=1[NH:9][C:10]([NH:12][C:13]1[CH:18]=[CH:17][CH:16]=[CH:15][C:14]=1[I:19])=[O:11].Cl.O.[N+]([O-])([O-])=O.[Na+].[N-:27]=[N+:28]=[N-:29].[Na+]>>[OH:1][C:2]1[C:7]([N:27]=[N+:28]=[N-:29])=[CH:6][CH:5]=[CH:4][C:3]=1[NH:9][C:10]([NH:12][C:13]1[CH:18]=[CH:17][CH:16]=[CH:15][C:14]=1[I:19])=[O:11] |f:1.2,3.4,5.6|. Procedure details: The N-(2-hydroxy-4-aminophenyl)-N′-(2-iodophenyl)urea(77 mg, 0.21 mmol) was added to HCl/H2O (0.21 mL/0.42 mL), and cooled to 0° C. Sodium nitrate (14.5 mg, 0.21 mmol) was added to the reaction mixture. The reaction mixture was stirred at 0° C. for 30 minutes. Sodium azide (14 mg, 0.21 mmol) was added to reaction mixture and it was warmed to room temperature. The reaction mixture was stirred at room temperature for 18 hours. Then it was extracted with three times by ethyl acetate. The organic ex... Starting materials: ClCCl, Cc1cc(C)nc(N)n1, O=C=NS(=O)(=O)c1cccc2c1CCCC2. The product is Cc1cc(C)nc(NC(=O)NS(=O)(=O)c2cccc3c2CCCC3)n1. RXN SMILES: [CH2:26]([Cl:27])[Cl:28].[NH2:1][c:2]1[n:3][c:4]([CH3:9])[cH:5][c:6]([CH3:8])[n:7]1.[c:10]1([S:20](=[O:21])(=[O:22])[N:23]=[C:24]=[O:25])[cH:11][cH:12][cH:13][c:14]2[c:19]1[CH2:18][CH2:17][CH2:16][CH2:15]2>>[NH:1]([c:2]1[n:3][c:4]([CH3:9])[cH:5][c:6]([CH3:8])[n:7]1)[C:24]([NH:23][S:20]([c:10]1[cH:11][cH:12][cH:13][c:14]2[c:19]1[CH2:18][CH2:17][CH2:16][CH2:15]2)(=[O:21])=[O:22])=[O:25].